This data is from the Open Reaction Database (ORD), a public repository of structured organic reaction records. The task is: describe an organic reaction: reactants, conditions, products, and yield Starting materials: N([C@@H](COC(=O)OCC=C)C(=O)OC(C)(C)C)N1CCOCC1 (Morpholino-Ser(OAloc)-OtBu), C(=O)(C(F)(F)F)O (TFA). Run in C(Cl)(Cl)Cl (CHCl3). The product is N([C@@H](COC(=O)OCC=C)C(=O)O)N1CCOCC1 (morpholino-Ser(OAloc)). Reaction SMILES: [NH:1]([N:18]1[CH2:23][CH2:22][O:21][CH2:20][CH2:19]1)[C@H:2]([C:11]([O:13]C(C)(C)C)=[O:12])[CH2:3][O:4][C:5]([O:7][CH2:8][CH:9]=[CH2:10])=[O:6].C(O)(C(F)(F)F)=O>C(Cl)(Cl)Cl>[NH:1]([N:18]1[CH2:23][CH2:22][O:21][CH2:20][CH2:19]1)[C@H:2]([C:11]([OH:13])=[O:12])[CH2:3][O:4][C:5]([O:7][CH2:8][CH:9]=[CH2:10])=[O:6]. Reported procedure: Morpholino-Ser(OAloc) was prepared from Ser(OtBu)-OtBu. Reaction of Ser(OtBu)-OtBu with 4-morpholinecarbonyl chloride in pyridine yielded morpholino-Ser(OtBu)-OtBu. Morpholino-Ser(OtBu)-OtBu was hydrolyzed with TFA to yield morpholino-Ser. Esterification of morpholino-Ser with isobutylene in the presence of a catalytic amount of H2SO4 afforded morpholino-Ser-OtBu. Reaction of morpholino-Ser-OtBu with allyl 1-benzotriazolyl carbonate yielded morpholino-Ser(OAloc)-OtBu. Morpholino-Ser(OAloc)-OtBu ... Starting materials: CI, CCOC(C)=O, COC(=O)CCc1cc(NC(=O)C(F)(F)F)c(OC2CCCC2)c(-c2ccc3ccccc3c2)c1, [H-], [Na+], CN(C)C=O, O. The product is COC(=O)CCc1cc(-c2ccc3ccccc3c2)c(OC2CCCC2)c(N(C)C(=O)C(F)(F)F)c1. As a reaction SMILES: [CH3:38][I:39].[CH3:46][CH2:47][O:48][C:49](=[O:50])[CH3:51].[CH:1]1([O:6][c:7]2[c:8](-[c:26]3[cH:27][c:28]4[cH:29][cH:30][cH:31][cH:32][c:33]4[cH:34][cH:35]3)[cH:9][c:10]([CH2:20][CH2:21][C:22](=[O:23])[O:24][CH3:25])[cH:11][c:12]2[NH:13][C:14]([C:15]([F:16])([F:17])[F:18])=[O:19])[CH2:2][CH2:3][CH2:4][CH2:5]1.[H-:36].[Na+:37].[O:41]=[CH:42][N:43]([CH3:44])[CH3:45].[OH2:40]>>[CH:1]1([O:6][c:7]2[c:8](-[c:26]3[cH:27][c:28]4[cH:29][cH:30][cH:31][cH:32][c:33]4[cH:34][cH:35]3)[cH:9][c:10]([CH2:20][CH2:21][C:22](=[O:23])[O:24][CH3:25])[cH:11][c:12]2[N:13]([C:14]([C:15]([F:16])([F:17])[F:18])=[O:19])[CH3:38])[CH2:2][CH2:3][CH2:4][CH2:5]1. Reactants: CCOc1cc(C(CCO)N2C(=O)c3ccccc3C2=O)ccc1OC, CCBr, CCCC[N+](CCCC)(CCCC)CCCC, C1CCOC1, [Cl-], Cl, [H-], [I-], [NH4+], [Na+]. Yields the product CCOCCC(c1ccc(OC)c(OCC)c1)N1C(=O)c2ccccc2C1=O. RXN SMILES: [CH2:1]([CH3:2])[O:3][c:4]1[cH:5][c:6]([CH:12]([CH2:13][CH2:14][OH:15])[N:16]2[C:17](=[O:26])[c:18]3[c:19]([cH:22][cH:23][cH:24][cH:25]3)[C:20]2=[O:21])[cH:7][cH:8][c:9]1[O:10][CH3:11].[CH2:27]([CH3:28])[Br:29].[CH2:36]([N+:37]([CH2:38][CH2:39][CH2:40][CH3:41])([CH2:42][CH2:43][CH2:44][CH3:45])[CH2:46][CH2:47][CH2:48][CH3:49])[CH2:50][CH2:51][CH3:52].[CH2:53]1[O:54][CH2:55][CH2:56][CH2:57]1.[Cl-:32].[ClH:34].[H-:31].[I-:35].[NH4+:33].[Na+:30]>>[CH2:1]([CH3:2])[O:3][c:4]1[cH:5][c:6]([CH:12]([CH2:13][CH2:14][O:15][CH2:27][CH3:28])[N:16]2[C:17](=[O:26])[c:18]3[c:19]([cH:22][cH:23][cH:24][cH:25]3)[C:20]2=[O:21])[cH:7][cH:8][c:9]1[O:10][CH3:11]. Starting materials: C(C)(C)C(=O)C (methyl isopropyl ketone), C(C)(C)C(=O)C (methyl isopropyl ketone), C(OCC)(OCC)=O (diethyl carbonate), [H-].[Na+] (sodium hydride), Cl (hydrochloric acid). The solvent is C1=CC=CC=C1 (benzene), CO (methanol), C1=CC=CC=C1 (benzene), CN(P(N(C)C)(N(C)C)=O)C (hexamethyl phosphoric acid triamide). Conditions: temperature 30 celsius, time 8 hour. The product is C(C)OC(CC(C(C)C)=O)=O (3-keto-4-methyl valeric acid ethyl ester). Yield: 81.0%. As a reaction SMILES: [CH:1]([C:4]([CH3:6])=[O:5])([CH3:3])[CH3:2].[C:7](=O)([O:11]CC)[O:8][CH2:9][CH3:10].[H-].[Na+].Cl>C1C=CC=CC=1.CO.CN(C)P(=O)(N(C)C)N(C)C>[CH2:9]([O:8][C:7](=[O:11])[CH2:6][C:4](=[O:5])[CH:1]([CH3:3])[CH3:2])[CH3:10] |f:2.3|. Reported procedure: 10 g of methyl isopropyl ketone were added to a solution of 400 cc of benzene, 850 cc of diethyl carbonate, 200 cc of hexamethyl phosphoric acid triamide and 60 g of sodium hydride (80% in paraffin oil), and the reaction mixture was heated to 70° to 80° C. After the reaction had started, the reaction mixture was cooled to approximately 30° C, and a solution of 76 g of methyl isopropyl ketone in 200 cc of benzene was added dropwise over a period of 2 hours at that temperature. After the reaction ... Starting materials: C1CCOC1, [Li]CCCC, CC(C)NC(C)C, C#Cc1cc(Cl)cc(Cl)c1, CCOC(=O)Cl. The product is CCOC(=O)C#Cc1cc(Cl)cc(Cl)c1. RXN SMILES: [CH2:29]1[O:30][CH2:31][CH2:32][CH2:33]1.[CH2:8]([Li:9])[CH2:10][CH2:11][CH3:12].[CH:1]([NH:2][CH:3]([CH3:4])[CH3:5])([CH3:6])[CH3:7].[Cl:13][c:14]1[cH:15][c:16]([Cl:22])[cH:17][c:18]([C:20]#[CH:21])[cH:19]1.[Cl:23][C:24](=[O:25])[O:26][CH2:27][CH3:28]>>[Cl:13][c:14]1[cH:15][c:16]([Cl:22])[cH:17][c:18]([C:20]#[C:21][C:24](=[O:25])[O:26][CH2:27][CH3:28])[cH:19]1.